Dataset: the Open Reaction Database (ORD), a public repository of structured organic reaction records. Task: describe an organic reaction: reactants, conditions, products, and yield Reactants: COc1ccc(C2(C#N)CCCCC2)cc1, Cl, [Na+], C1COCCO1, [OH-], O, OO. Yields the product COc1ccc(C2(C(=O)O)CCCCC2)cc1. RXN SMILES: [CH3:1][O:2][c:3]1[cH:4][cH:5][c:6]([C:9]2([C:15]#[N:16])[CH2:10][CH2:11][CH2:12][CH2:13][CH2:14]2)[cH:7][cH:8]1.[ClH:19].[Na+:18].[O:21]1[CH2:22][CH2:23][O:24][CH2:25][CH2:26]1.[OH-:17].[OH2:20].[OH:27][OH:28]>>[CH3:1][O:2][c:3]1[cH:4][cH:5][c:6]([C:9]2([C:15](=[O:17])[OH:20])[CH2:10][CH2:11][CH2:12][CH2:13][CH2:14]2)[cH:7][cH:8]1.